From a dataset of the Open Reaction Database (ORD), a public repository of structured organic reaction records. describe an organic reaction: reactants, conditions, products, and yield Reported procedure: Example 33 was prepared using 2-(4-iodophenyl)-5-methyl-[1,3,4]oxadiazole (Intermediate 15) and 4-methyl-3-4,4,5,5, -tetramethyl-[1,3,2]dioxaborolan-2-yl)-N-([1,3,4]thiadiazol-2-yl)-benzamide (Intermediate 23) with propan-2-ol as the solvent. Starting materials: IC1=CC=C(C=C1)C=1OC(=NN1)C (2-(4-iodophenyl)-5-methyl-[1,3,4]oxadiazole), CC1=C(C=C(C(=O)NC=2SC=NN2)C=C1)B1OC(C(O1)(C)C)(C)C (4-Methyl-3-(4,4,5,5-tetramethyl-[1,3,2]dioxaborolan-2-yl)-N-([1,3,4]thiadiazol-2-yl)-benzamide), IC1=CC=C(C=C1)C=1OC(=NN1)C (2-(4-iodophenyl)-5-methyl-[1,3,4]oxadiazole), S1C(=NN=C1)NC(C1=CC=CC=C1)=O (N-([1,3,4]thiadiazol-2-yl)-benzamide). The product is S1C(=NN=C1)NC(=O)C=1C=C(C(=CC1)C)C1=CC=C(C=C1)C=1OC(=NN1)C (6-Methyl-4′-(5-methyl-[1,3,4]oxadiazol-2-yl)-biphenyl-3-carboxylic acid[1,3,4]thiadiazol-2-ylamide). As a reaction SMILES: I[C:2]1[CH:7]=[CH:6][C:5]([C:8]2[O:9][C:10]([CH3:13])=[N:11][N:12]=2)=[CH:4][CH:3]=1.S1C=NN=C1NC(=O)C1C=CC=CC=1.[CH3:28][C:29]1[CH:42]=[CH:41][C:32]([C:33]([NH:35][C:36]2[S:37][CH:38]=[N:39][N:40]=2)=[O:34])=[CH:31][C:30]=1B1OC(C)(C)C(C)(C)O1>CC(O)C>[S:37]1[CH:38]=[N:39][N:40]=[C:36]1[NH:35][C:33]([C:32]1[CH:31]=[C:30]([C:2]2[CH:7]=[CH:6][C:5]([C:8]3[O:9][C:10]([CH3:13])=[N:11][N:12]=3)=[CH:4][CH:3]=2)[C:29]([CH3:28])=[CH:42][CH:41]=1)=[O:34]. Solvent: CC(C)O (propan-2-ol). Starting materials: CCC(=O)Cl, O=C(O)CC(O)(CC(=O)O)C(=O)O, Cc1cc(C)nc(C)c1, Cc1c(Cc2ccc(OC(C)C)cc2)c(OC2OC(CO)C(O)C(O)C2O)nn1C(C)C, O, O. Yields the product CCC(=O)OCC1OC(Oc2nn(C(C)C)c(C)c2Cc2ccc(OC(C)C)cc2)C(O)C(O)C1O. RXN SMILES: [C:33]([CH2:34][CH3:35])(=[O:36])[Cl:37].[C:39]([OH:40])(=[O:41])[CH2:42][C:43]([CH2:44][C:45]([OH:46])=[O:47])([C:48]([OH:49])=[O:50])[OH:51].[CH3:53][c:54]1[cH:55][c:56]([CH3:57])[cH:58][c:59]([CH3:60])[n:61]1.[CH:1]1([O:12][c:13]2[n:14][n:15]([CH:30]([CH3:31])[CH3:32])[c:16]([CH3:29])[c:17]2[CH2:18][c:19]2[cH:20][cH:21][c:22]([O:25][CH:26]([CH3:27])[CH3:28])[cH:23][cH:24]2)[CH:2]([OH:3])[CH:4]([OH:5])[CH:6]([OH:7])[CH:8]([CH2:10][OH:11])[O:9]1.[OH2:38].[OH2:52]>>[CH:1]1([O:12][c:13]2[n:14][n:15]([CH:30]([CH3:31])[CH3:32])[c:16]([CH3:29])[c:17]2[CH2:18][c:19]2[cH:20][cH:21][c:22]([O:25][CH:26]([CH3:27])[CH3:28])[cH:23][cH:24]2)[CH:2]([OH:3])[CH:4]([OH:5])[CH:6]([OH:7])[CH:8]([CH2:10][O:11][C:33]([CH2:34][CH3:35])=[O:36])[O:9]1. The reactants are CC(C)C(C)(N)C(N)=O, C1CCOC1, O=C1OC(=O)c2nc3occc3cc21. Product: CC(C)C(C)(NC(=O)c1nc2occc2cc1C(=O)O)C(N)=O. As a reaction SMILES: [NH2:1][C:2]([C:3](=[O:4])[NH2:5])([CH:6]([CH3:7])[CH3:8])[CH3:9].[O:24]1[CH2:25][CH2:26][CH2:27][CH2:28]1.[o:10]1[cH:11][cH:12][c:13]2[c:14]1[n:15][c:16]1[c:17]([cH:18]2)[C:19](=[O:20])[O:21][C:22]1=[O:23]>>[NH:1]([C:2]([C:3](=[O:4])[NH2:5])([CH:6]([CH3:7])[CH3:8])[CH3:9])[C:22]([c:16]1[n:15][c:14]2[o:10][cH:11][cH:12][c:13]2[cH:18][c:17]1[C:19](=[O:20])[OH:21])=[O:23]. RXN SMILES: [BH4-:54].[CH2:1]([CH2:2][CH2:3][CH3:4])[O:5][CH2:6][CH2:7][O:8][c:9]1[cH:10][cH:11][c:12](-[c:15]2[cH:16][cH:17][c:18]3[c:19]([cH:53]2)[CH:20]=[C:21]([C:31](=[O:32])[NH:33][c:34]2[cH:35][c:36]([C:49]([F:50])([F:51])[F:52])[c:37]([CH:40]([c:41]4[n+:42]([O-:47])[cH:43][cH:44][cH:45][cH:46]4)[OH:48])[cH:38][cH:39]2)[CH2:22][CH2:23][N:24]3[C:25](=[O:26])[C:27]([F:28])([F:29])[F:30])[cH:13][cH:14]1.[CH3:57][CH2:58][OH:59].[Na+:55].[OH2:56]>>[CH2:1]([CH2:2][CH2:3][CH3:4])[O:5][CH2:6][CH2:7][O:8][c:9]1[cH:10][cH:11][c:12](-[c:15]2[cH:16][cH:17][c:18]3[c:19]([cH:53]2)[CH:20]=[C:21]([C:31](=[O:32])[NH:33][c:34]2[cH:35][c:36]([C:49]([F:50])([F:51])[F:52])[c:37]([CH:40]([c:41]4[n+:42]([O-:47])[cH:43][cH:44][cH:45][cH:46]4)[OH:48])[cH:38][cH:39]2)[CH2:22][CH2:23][NH:24]3)[cH:13][cH:14]1. Reactants: [BH4-], CCCCOCCOc1ccc(-c2ccc3c(c2)C=C(C(=O)Nc2ccc(C(O)c4cccc[n+]4[O-])c(C(F)(F)F)c2)CCN3C(=O)C(F)(F)F)cc1, CCO, [Na+], O. The product is CCCCOCCOc1ccc(-c2ccc3c(c2)C=C(C(=O)Nc2ccc(C(O)c4cccc[n+]4[O-])c(C(F)(F)F)c2)CCN3)cc1. Starting materials: C(C)OC1=C(C(=O)O)C=CC(=C1)C(F)(F)F (2-Ethoxy-4-trifluoromethyl-benzoic acid), CNOC (N,O-dimethylhydroxy amine), CN1CCOCC1 (NMM). Reagents/catalysts: C[N+]1(CCOCC1)C2=NC(=NC(=N2)OC)OC.[Cl-] (DMTMM). Solvent: CCOC(=O)C (EtOAc). Yields the product CON(C(C1=C(C=C(C=C1)C(F)(F)F)OCC)=O)C (N-methoxy-N-methyl-2-ethoxy-4-trifluoromethyl-benzamide). Yield: 73.3%. Reaction SMILES: [CH2:1]([O:3][C:4]1[CH:12]=[C:11]([C:13]([F:16])([F:15])[F:14])[CH:10]=[CH:9][C:5]=1[C:6]([OH:8])=O)[CH3:2].[CH3:17][NH:18][O:19][CH3:20].CN1CCOCC1>C[N+]1(C2N=C(OC)N=C(OC)N=2)CCOCC1.[Cl-].CCOC(C)=O>[CH3:20][O:19][N:18]([CH3:17])[C:6](=[O:8])[C:5]1[CH:9]=[CH:10][C:11]([C:13]([F:16])([F:15])[F:14])=[CH:12][C:4]=1[O:3][CH2:1][CH3:2] |f:3.4|. Reported procedure: 2-Ethoxy-4-trifluoromethyl-benzoic acid (1.20 g, 5.12 mmol) was reacted with N,O-dimethylhydroxy amine (609 mg), NMM (0.95 ml) and DMTMM (1.47 mg) as described above to give the title compound (1.04 g, 73%) after column chromatography (Hex/EtOAc=5/1).